Dataset: the Open Reaction Database (ORD), a public repository of structured organic reaction records. Task: describe an organic reaction: reactants, conditions, products, and yield Starting materials: [H-].[Na+] (sodium hydride), C1C(O1)CO (glycidol), C(C)S(=O)(=O)C=1SC(=CN1)C(=O)NCCC#CC(C)C (2-ethylsulfonyl-5-(5-methylhex-3-ynylaminocarbonyl)thiazole). Solvent: O1CCCC1 (tetrahydrofuran), O1CCCC1 (tetrahydrofuran). Reaction conditions: temperature -5 celsius. Yields the product O1CC1COC=1SC(=CN1)C(=O)NCCC#CC(C)C (1,2-epoxy-3-[5-(5-methylhex-3-ynylaminocarbonyl)thiazol-2-yloxy]propane). Reaction SMILES: [H-].[Na+].[CH2:3]1[O:5][CH:4]1[CH2:6][OH:7].C(S([C:13]1[S:14][C:15]([C:18]([NH:20][CH2:21][CH2:22][C:23]#[C:24][CH:25]([CH3:27])[CH3:26])=[O:19])=[CH:16][N:17]=1)(=O)=O)C>O1CCCC1>[O:5]1[CH:4]([CH2:6][O:7][C:13]2[S:14][C:15]([C:18]([NH:20][CH2:21][CH2:22][C:23]#[C:24][CH:25]([CH3:27])[CH3:26])=[O:19])=[CH:16][N:17]=2)[CH2:3]1 |f:0.1|. Reported procedure: In this preparation 0.0525 mole of sodium hydride in a 50% mineral oil mixture is stirred in 300 ml. of anhydrous tetrahydrofuran, under nitrogen, then cooled to -30° C and 0.055 mole of glycidol is added dropwise. The mixture is allowed to warm to -5° C and stirred for 10 minutes and then recooled to -30° C. A solution of 0.05 mole of 2-ethylsulfonyl-5-(5-methylhex-3-ynylaminocarbonyl)thiazole in 100 ml. of anhydrous tetrahydrofuran is added dropwise and the resulting mixture allowed to warm to... Reactants: CCOC(=O)c1ccccc1NC(=O)C1CCC(CNC(=N)N)CC1, CO, Cl, [Na+], [OH-], O. Yields the product Cl, N=C(N)NCC1CCC(C(=O)Nc2ccccc2C(=O)O)CC1. Reaction SMILES: [CH2:2]([CH3:3])[O:4][C:5](=[O:6])[c:7]1[c:8]([NH:13][C:14](=[O:15])[CH:16]2[CH2:17][CH2:18][CH:19]([CH2:22][NH:23][C:24](=[NH:25])[NH2:26])[CH2:20][CH2:21]2)[cH:9][cH:10][cH:11][cH:12]1.[CH3:27][OH:28].[ClH:1].[Na+:30].[OH-:29].[OH2:31]>>[ClH:1].[O:4]=[C:5]([OH:6])[c:7]1[c:8]([NH:13][C:14](=[O:15])[CH:16]2[CH2:17][CH2:18][CH:19]([CH2:22][NH:23][C:24](=[NH:25])[NH2:26])[CH2:20][CH2:21]2)[cH:9][cH:10][cH:11][cH:12]1. Starting materials: C(CC)(=O)O (propionic acid), C([O-])([O-])=O.[Mn+2] (manganese carbonate), [OH-].[Na+] (sodium hydroxide), C(CC)(=O)[O-].[Na+] (sodium propionate). Yields the product C(CC)(=O)[O-].[Mn+2].C(CC)(=O)[O-] (manganese propionate). The yield is 67.7%. RXN SMILES: [C:1]([OH:5])(=[O:4])[CH2:2][CH3:3].C(=O)([O-])[O-].[Mn+2:10].[OH-].[Na+].[C:13]([O-:17])(=[O:16])[CH2:14][CH3:15].[Na+]>>[C:1]([O-:5])(=[O:4])[CH2:2][CH3:3].[Mn+2:10].[C:13]([O-:17])(=[O:16])[CH2:14][CH3:15] |f:1.2,3.4,5.6,7.8.9|. Procedure: In one embodiment of this process, anhydrous propionic acid was mixed with dry manganese carbonate and sodium hydroxide beads to yield greater than 67.67 percent manganese propionate and sodium propionate in 2.5 hours. In comparison, where sodium hydroxide not used, the yield of manganese propionate was less than 1.00 percent after stirring the mixture under vacuum for 48 hours.